Dataset: the Open Reaction Database (ORD), a public repository of structured organic reaction records. Task: describe an organic reaction: reactants, conditions, products, and yield The reactants are Brc1ccccc1-c1ccccc1, C1CCOC1, CC(=O)O, Cl, [Mg], O, O=C1c2ccccc2-c2ccccc21. Yields the product c1ccc2c(c1)-c1ccccc1C21c2ccccc2-c2ccccc21. RXN SMILES: [Br:1][c:2]1[c:3](-[c:8]2[cH:9][cH:10][cH:11][cH:12][cH:13]2)[cH:4][cH:5][cH:6][cH:7]1.[CH2:30]1[O:31][CH2:32][CH2:33][CH2:34]1.[CH3:35][C:36](=[O:37])[OH:38].[ClH:29].[Mg:14].[OH2:39].[cH:15]1[cH:16][cH:17][cH:18][c:19]2[c:27]1[C:26](=[O:28])[c:25]1[c:20]-2[cH:21][cH:22][cH:23][cH:24]1>>[c:2]12[c:3]([cH:4][cH:5][cH:6][cH:7]1)-[c:8]1[cH:9][cH:10][cH:11][cH:12][c:13]1[C:26]21[c:25]2[c:20]([cH:21][cH:22][cH:23][cH:24]2)-[c:19]2[cH:18][cH:17][cH:16][cH:15][c:27]21.